Dataset: the Open Reaction Database (ORD), a public repository of structured organic reaction records. Task: describe an organic reaction: reactants, conditions, products, and yield Starting materials: C(C)(C)(C)OC(NC(CCC1=C(C=CC=C1)C#N)C(=O)N1CCC(CC1)C)=O (tert-butyl{3-(2-cyanophenyl)-1-[(4-methylpiperidin-1-yl)carbonyl]propyl}carbamate), N1C=CC=2C(=CC=CC12)S(=O)(=O)Cl (indole-4-sulfonyl chloride). The product is C(#N)C1=C(C=CC=C1)CCC(C(=O)N1CCC(CC1)C)NS(=O)(=O)C=1C=2C=CNC2C=CC1 (N-{3-(2-cyanophenyl)-1-[(4-methylpiperidin-1-yl)carbonyl]propyl}-1H -indole-4-sulfonamide). Reaction SMILES: C(OC(=O)[NH:7][CH:8]([C:19]([N:21]1[CH2:26][CH2:25][CH:24]([CH3:27])[CH2:23][CH2:22]1)=[O:20])[CH2:9][CH2:10][C:11]1[CH:16]=[CH:15][CH:14]=[CH:13][C:12]=1[C:17]#[N:18])(C)(C)C.[NH:29]1[C:37]2[CH:36]=[CH:35][CH:34]=[C:33]([S:38](Cl)(=[O:40])=[O:39])[C:32]=2[CH:31]=[CH:30]1>>[C:17]([C:12]1[CH:13]=[CH:14][CH:15]=[CH:16][C:11]=1[CH2:10][CH2:9][CH:8]([NH:7][S:38]([C:33]1[C:32]2[CH:31]=[CH:30][NH:29][C:37]=2[CH:36]=[CH:35][CH:34]=1)(=[O:39])=[O:40])[C:19]([N:21]1[CH2:22][CH2:23][CH:24]([CH3:27])[CH2:25][CH2:26]1)=[O:20])#[N:18]. Procedure details: Example 70 is prepared from tert-butyl{3-(2-cyanophenyl)-1-[(4-methylpiperidin-1-yl)carbonyl]propyl}carbamate and indole-4-sulfonyl chloride in the same manner that Example 5 is synthesized. ESI MS Calc. 464.2; Found: 465.2 (M+H)+.